This data is from the Open Reaction Database (ORD), a public repository of structured organic reaction records. The task is: describe an organic reaction: reactants, conditions, products, and yield Procedure details: To a solution of 4,6-dichloro-pyrimidine (660 g, 4.46 mmol) in iPrOH (40 mL) and DIEA (690 mg, 5.35 mmol) was added a solution of C-pyridin-2-yl-methylamine (560 g, 5 mmol) at room temperature. The resulting mixture was stirred at room temperature for 2 hours. Water was added and the mixture was extracted with DCM. The combined extracts were washed with brine, dried over anhydrous sodium sulfate, and concentration under vacuum to give the crude product. The crude product was purified by flash ch... Yields the product ClC1=CC(=NC=N1)NCC1=CC(=NO1)C ((6-Chloro-pyrimidin-4-yl)-(3-methyl-isoxazol-5-ylmethyl)-amine). Reactants: ClC1=NC=NC(=C1)Cl (4,6-dichloro-pyrimidine), CCN(C(C)C)C(C)C (DIEA), N1=C(C=CC=C1)CN (C-pyridin-2-yl-methylamine), O (Water). Run in CC(C)O (iPrOH). Reaction conditions: time 2 hour. The yield is 65.0%. As a reaction SMILES: Cl[C:2]1[CH:7]=[C:6]([Cl:8])[N:5]=[CH:4][N:3]=1.CC[N:11]([CH:15]([CH3:17])[CH3:16])C(C)C.[N:18]1C=CC=C[C:19]=1[CH2:24]N.[OH2:26]>CC(O)C>[Cl:8][C:6]1[N:5]=[CH:4][N:3]=[C:2]([NH:18][CH2:19][C:24]2[O:26][N:11]=[C:15]([CH3:16])[CH:17]=2)[CH:7]=1.